From a dataset of the Open Reaction Database (ORD), a public repository of structured organic reaction records. describe an organic reaction: reactants, conditions, products, and yield The reactants are COc1ccc(NC2CCN(C(=O)OC(C)(C)C)C2)cc1Cl, C, CCO, [Na+], [OH-], [Pd]. The product is COc1ccc(NC2CCN(C(=O)OC(C)(C)C)C2)cc1. Reaction SMILES: [C:1]([CH3:2])([CH3:3])([CH3:4])[O:5][C:6](=[O:7])[N:8]1[CH2:9][CH:10]([NH:13][c:14]2[cH:15][c:16]([Cl:22])[c:17]([O:20][CH3:21])[cH:18][cH:19]2)[CH2:11][CH2:12]1.[C:25].[CH3:27][CH2:28][OH:29].[Na+:24].[OH-:23].[Pd:26]>>[C:1]([CH3:2])([CH3:3])([CH3:4])[O:5][C:6](=[O:7])[N:8]1[CH2:9][CH:10]([NH:13][c:14]2[cH:15][cH:16][c:17]([O:20][CH3:21])[cH:18][cH:19]2)[CH2:11][CH2:12]1. The reactants are BrC=1C(N(C=C(N1)Br)C=1C=C(C(=O)OC)C=CC1C)=O (3-(3,5-dibromo-2-oxo-2H-pyrazin-1-yl)-4-methyl-benzoic acid, methyl ester), CN1CC(NCC1)C1=CC=CC=C1 (1-methyl-3-phenyl-piperazine), C(C)(C)N(C(C)C)CC (N,N-diisopropylethylamine), C1=CCC=CC1 (1,4-cyclohexadiene), C(C)(C)[Mg]Cl (iso-propylmagnesium chloride), C1(CC1)N (cyclopropylamine). The reagents and catalysts are [Pd] (palladium on carbon), [Pd] (palladium on carbon). Solvent: O1CCCC1 (tetrahydrofuran), O1CCCC1 (tetrahydrofuran), O1CCCC1 (tetrahydrofuran). Conditions: temperature 100 celsius, time 10 minute. Yields the product C1(CC1)NC(C1=CC(=C(C=C1)C)N1C(C(=NC=C1)N1C(CN(CC1)C)C1=CC=CC=C1)=O)=O (N-cyclopropyl-4-methyl-3-(4-methyl-3′-oxo-2-phenyl-3,4,5,6-tetrahydro-2H,3′H-[1,2′]bipyrazinyl-4′-yl)-benzamide), BrC1=CN(C(C(=N1)N1C(CN(CC1)C)C1=CC=CC=C1)=O)C=1C=C(C(=O)NC2CC2)C=CC1C (3-(6′-Bromo-4-methyl-3′-oxo-2-phenyl-3,4,5,6-tetrahydro-2H,3′H-[1,2′]bipyrazinyl-4′-yl)-N-cyclopropyl-4-methyl-benzamide). RXN SMILES: Br[C:2]1[C:3](=[O:20])[N:4]([C:9]2[CH:10]=[C:11]([CH:16]=[CH:17][C:18]=2[CH3:19])[C:12]([O:14]C)=[O:13])[CH:5]=[C:6]([Br:8])[N:7]=1.[CH3:21][N:22]1[CH2:27][CH2:26][NH:25][CH:24]([C:28]2[CH:33]=[CH:32][CH:31]=[CH:30][CH:29]=2)[CH2:23]1.C([N:37](CC)[CH:38]([CH3:40])[CH3:39])(C)C.C1CC=CCC=1.[CH:49]1([NH2:52])[CH2:51][CH2:50]1.C([Mg]Cl)(C)C>[Pd].O1CCCC1>[CH:38]1([NH:37][C:12](=[O:14])[C:11]2[CH:16]=[CH:17][C:18]([CH3:19])=[C:9]([N:4]3[CH:5]=[CH:6][N:7]=[C:2]([N:25]4[CH2:26][CH2:27][N:22]([CH3:21])[CH2:23][CH:24]4[C:28]4[CH:29]=[CH:30][CH:31]=[CH:32][CH:33]=4)[C:3]3=[O:20])[CH:10]=2)[CH2:40][CH2:39]1.[Br:8][C:6]1[N:7]=[C:2]([N:25]2[CH2:26][CH2:27][N:22]([CH3:21])[CH2:23][CH:24]2[C:28]2[CH:29]=[CH:30][CH:31]=[CH:32][CH:33]=2)[C:3](=[O:20])[N:4]([C:9]2[CH:10]=[C:11]([CH:16]=[CH:17][C:18]=2[CH3:19])[C:12]([NH:52][CH:49]2[CH2:51][CH2:50]2)=[O:13])[CH:5]=1. Reported procedure: A mixture of 3-(3,5-dibromo-2-oxo-2H-pyrazin-1-yl)-4-methyl-benzoic acid, methyl ester (Example 1b, 115 mg), 1-methyl-3-phenyl-piperazine (77 mg), N,N-diisopropylethylamine (0.1 mL) and tetrahydrofuran (1 mL) was heated within a microwave for 30 minutes at 100° C. before being cooled to room temperature. The mixture was transferred to a mixture of palladium on carbon (10%, 50 mg) and tetrahydrofuran (1 mL) and 1,4-cyclohexadiene (1 mL) was added. The mixture was heated under atmosphere of nitrog... The reactants are COC1=CCCCCCC1, CC(C)c1nc(CO)n(C)c1Sc1cc(Cl)cc(Cl)c1. The product is CC(C)c1nc(COC2=CCCCCCC2)n(C)c1Sc1cc(Cl)cc(Cl)c1. Reaction SMILES: [CH3:21][O:22][C:23]1=[CH:24][CH2:25][CH2:26][CH2:27][CH2:28][CH2:29][CH2:30]1.[Cl:1][c:2]1[cH:3][c:4]([S:9][c:10]2[c:11]([CH:18]([CH3:19])[CH3:20])[n:12][c:13]([CH2:16][OH:17])[n:14]2[CH3:15])[cH:5][c:6]([Cl:8])[cH:7]1>>[Cl:1][c:2]1[cH:3][c:4]([S:9][c:10]2[c:11]([CH:18]([CH3:19])[CH3:20])[n:12][c:13]([CH2:16][O:17][C:23]3=[CH:24][CH2:25][CH2:26][CH2:27][CH2:28][CH2:29][CH2:30]3)[n:14]2[CH3:15])[cH:5][c:6]([Cl:8])[cH:7]1.